From a dataset of the Open Reaction Database (ORD), a public repository of structured organic reaction records. describe an organic reaction: reactants, conditions, products, and yield Run in [OH-].[Na+] (NaOH), C(C)O (ethanol), C(C)O (ethanol), Cl (HCl), C(C)(=O)O (acetic acid). Procedure details: A mixture of 2.37 g (10 mmol) of Nα -BOC-L-lysine and 1.65 g (11.0 mmol) of 3-fluoro-4-nitrotoluene in 10 mL of 1N NaOH and 10 mL of ethanol were heated at reflux for 48 hours, then cooled to room temperature. A precipitate was filtered off and discarded. Removal of the solvent/n vacuo gave an oil which was dissolved in 50 % ethanol/3M NH3 and taken to dryness. The residue was dissolved in 12 mL of 4N HCl in 33% acetic acid and stirred for four hours, then concentrated to dryness and purified by... As a reaction SMILES: C([NH:8][C@H:9]([C:15]([OH:17])=[O:16])[CH2:10][CH2:11][CH2:12][CH2:13][NH2:14])(OC(C)(C)C)=O.F[C:19]1[CH:20]=[C:21]([CH3:28])[CH:22]=[CH:23][C:24]=1[N+:25]([O-:27])=[O:26]>[OH-].[Na+].C(O)C.Cl.C(O)(=O)C>[NH2:8][C@@H:9]([CH2:10][CH2:11][CH2:12][CH2:13][NH:14][C:19]1[CH:20]=[C:21]([CH3:28])[CH:22]=[CH:23][C:24]=1[N+:25]([O-:27])=[O:26])[C:15]([OH:17])=[O:16] |f:2.3|. The reactants are C(=O)(OC(C)(C)C)N[C@@H](CCCCN)C(=O)O (Nα -BOC-L-lysine), FC=1C=C(C=CC1[N+](=O)[O-])C (3-fluoro-4-nitrotoluene). Yields the product N[C@H](C(=O)O)CCCCNC1=C(C=CC(=C1)C)[N+](=O)[O-] ((2S)-2-amino-6-(2-nitro-5-methylphenylamino)hexanoic acid). Isolated yield 16.7%. Reaction conditions: time 4 hour. Reactants: C(C1=CC=CC=C1)OC(=O)NC=1C(OC(C1)C1=C(C(=CC=C1)OC)OC)=O (3-benzyloxycarbonylamino-5-(2,3-dimethoxyphenyl)-2,5-dihydrofuran-2-one). The reagents and catalysts are [Pd] (palladium on carbon). Product: NC(C(=O)O)CCC1=C(C(=CC=C1)OC)OC (2-amino-4-(2,3-dimethoxyphenyl)butyric acid). RXN SMILES: C(OC([NH:11][C:12]1[C:13](=[O:27])[O:14][CH:15]([C:17]2[CH:22]=[CH:21][CH:20]=[C:19]([O:23][CH3:24])[C:18]=2[O:25][CH3:26])[CH:16]=1)=O)C1C=CC=CC=1>[Pd]>[NH2:11][CH:12]([CH2:16][CH2:15][C:17]1[CH:22]=[CH:21][CH:20]=[C:19]([O:23][CH3:24])[C:18]=1[O:25][CH3:26])[C:13]([OH:27])=[O:14]. Procedure: 2nd step--The step consists in the catalytic hydrogenation of 3-benzyloxycarbonylamino-5-(2,3-dimethoxyphenyl)-2,5-dihydrofuran-2-one, for example with palladium on carbon as catalyst in alcoholic medium, thus obtaining directly in a single step the deprotected 2-amino-4-(2,3-dimethoxyphenyl)butyric acid. The reaction takes place in nearly quantitative yields. The reaction, as already discussed in the above process, can be carried out under enantioselectivity conditions, to obtain 2-amino-4-(2,3...